From a dataset of the Open Reaction Database (ORD), a public repository of structured organic reaction records. describe an organic reaction: reactants, conditions, products, and yield Starting materials: CC1(C)C(=O)N(Br)C(=O)N1Br, CC#N, COC(=O)c1ccc(C)c(-n2c(C)cc(O)cc2=O)c1. Product: COC(=O)c1ccc(C)c(-n2c(C)cc(O)c(Br)c2=O)c1. As a reaction SMILES: [Br:1][N:2]1[C:3]([CH3:4])([CH3:5])[C:6](=[O:7])[N:8]([Br:9])[C:10]1=[O:11].[CH3:32][C:33]#[N:34].[OH:12][c:13]1[cH:14][c:15](=[O:31])[n:16](-[c:20]2[cH:21][c:22]([C:23](=[O:24])[O:25][CH3:26])[cH:27][cH:28][c:29]2[CH3:30])[c:17]([CH3:19])[cH:18]1>>[Br:1][c:14]1[c:13]([OH:12])[cH:18][c:17]([CH3:19])[n:16](-[c:20]2[cH:21][c:22]([C:23](=[O:24])[O:25][CH3:26])[cH:27][cH:28][c:29]2[CH3:30])[c:15]1=[O:31]. Starting materials: [Cl-].[NH4+] (ammonium chloride), BrC=1C=C2C(C(NC2=CC1)=O)(C)C (5-bromo-1,3-dihydro-3,3-dimethyl-2H-indol-2-one), COC=1C=C(C=CC1)B(O)O (3-methoxyphenylboronic acid), C([O-])([O-])=O.[K+].[K+] (potassium carbonate). Reagents/catalysts: C=1C=CC(=CC1)[P](C=2C=CC=CC2)(C=3C=CC=CC3)[Pd]([P](C=4C=CC=CC4)(C=5C=CC=CC5)C=6C=CC=CC6)([P](C=7C=CC=CC7)(C=8C=CC=CC8)C=9C=CC=CC9)[P](C=1C=CC=CC1)(C=1C=CC=CC1)C=1C=CC=CC1 (tetrakis(triphenylphosphine)palladium(0)). The solvent is CCOC(=O)C (EtOAc), C(OC)COC (dimethoxyethane), O (water). Conditions: time 15 minute. Product: COC=1C=C(C=CC1)C=1C=C2C(C(NC2=CC1)=O)(C)C (5-(3-methoxy-phenyl)-3,3-dimethyl-1,3-dihydro-indol-2-one). Yield: 29.8%. Reaction SMILES: Br[C:2]1[CH:3]=[C:4]2[C:8](=[CH:9][CH:10]=1)[NH:7][C:6](=[O:11])[C:5]2([CH3:13])[CH3:12].[CH3:14][O:15][C:16]1[CH:17]=[C:18](B(O)O)[CH:19]=[CH:20][CH:21]=1.C(=O)([O-])[O-].[K+].[K+].[Cl-].[NH4+]>C(COC)OC.O.C1C=CC([P]([Pd]([P](C2C=CC=CC=2)(C2C=CC=CC=2)C2C=CC=CC=2)([P](C2C=CC=CC=2)(C2C=CC=CC=2)C2C=CC=CC=2)[P](C2C=CC=CC=2)(C2C=CC=CC=2)C2C=CC=CC=2)(C2C=CC=CC=2)C2C=CC=CC=2)=CC=1.CCOC(C)=O>[CH3:14][O:15][C:16]1[CH:21]=[C:20]([C:2]2[CH:3]=[C:4]3[C:8](=[CH:9][CH:10]=2)[NH:7][C:6](=[O:11])[C:5]3([CH3:13])[CH3:12])[CH:19]=[CH:18][CH:17]=1 |f:2.3.4,5.6,^1:43,45,64,83|. Reported procedure: 5-bromo-1,3-dihydro-3,3-dimethyl-2H-indol-2-one (0.33 g, 1.38 mmol) and tetrakis(triphenylphosphine)palladium(0) (0.094 g) were stirred under an atmosphere of nitrogen in dimethoxyethane (12 cm3). After 15 minutes, 3-methoxyphenylboronic acid (0.42 g, 2.76 mmol) was added, followed by potassium carbonate (1.15 g, 8.34 mmol) in water (5 cm3). The reaction was heated to reflux for 5 hours, and then cooled to room temperature. Saturated aqueous ammonium chloride and EtOAc were added and the mixture... Starting materials: [N+](=O)([O-])C=1C=C(C(=O)O)C=C(C1NC=1C=C(C=CC1)C)S(N)(=O)=O (3-nitro-5-sulphamyl-4-(m-toluidino)-benzoic acid), N(C1=CC=CC=C1)C1=C(C=C(C(=O)O)C=C1S(N)(=O)=O)[N+](=O)[O-] (4-anilino-3-nitro-5-sulphamyl-benzoic acid). Yields the product NC=1C=C(C(=O)O)C=C(C1NC=1C=C(C=CC1)C)S(N)(=O)=O (3-amino-5-sulphamyl-4-(m-toluidino)-benzoic acid). As a reaction SMILES: [N+:1]([C:4]1[CH:5]=[C:6]([CH:10]=[C:11]([S:21](=[O:24])(=[O:23])[NH2:22])[C:12]=1[NH:13][C:14]1[CH:15]=[C:16]([CH3:20])[CH:17]=[CH:18][CH:19]=1)[C:7]([OH:9])=[O:8])([O-])=O.N(C1C(S(=O)(=O)N)=CC(C(O)=O)=CC=1[N+]([O-])=O)C1C=CC=CC=1>>[NH2:1][C:4]1[CH:5]=[C:6]([CH:10]=[C:11]([S:21](=[O:24])(=[O:23])[NH2:22])[C:12]=1[NH:13][C:14]1[CH:15]=[C:16]([CH3:20])[CH:17]=[CH:18][CH:19]=1)[C:7]([OH:9])=[O:8]. Procedure details: By substituting 3-nitro-5-sulphamyl-4-(m-toluidino)-benzoic acid for the 4-anilino-3-nitro-5-sulphamyl-benzoic acid of Example 9 B, the above compound was obtained with a melting point of 280°-282°C after recrystallization from ethanol. Starting materials: Cc1ccccc1, OCCCCCl, OC(c1ccc(F)cc1)c1ccc(F)cc1, O=S(=O)(O)O. The product is Fc1ccc(C(OCCCCCl)c2ccc(F)cc2)cc1. As a reaction SMILES: [CH3:28][c:29]1[cH:30][cH:31][cH:32][cH:33][cH:34]1.[Cl:1][CH2:2][CH2:3][CH2:4][CH2:5][OH:6].[F:12][c:13]1[cH:14][cH:15][c:16]([CH:17]([c:18]2[cH:19][cH:20][c:21]([F:24])[cH:22][cH:23]2)[OH:25])[cH:26][cH:27]1.[S:7](=[O:8])(=[O:9])([OH:10])[OH:11]>>[Cl:1][CH2:2][CH2:3][CH2:4][CH2:5][O:6][CH:17]([c:16]1[cH:15][cH:14][c:13]([F:12])[cH:27][cH:26]1)[c:18]1[cH:19][cH:20][c:21]([F:24])[cH:22][cH:23]1.